From a dataset of the Open Reaction Database (ORD), a public repository of structured organic reaction records. describe an organic reaction: reactants, conditions, products, and yield Reactants: COC1=CC=C(C=C1)O (4-methoxyphenol), ClC=1C=CC(=C(C1)N(C(OC(C)(C)C)=O)C)[N+](=O)[O-] (t-butyl N-(5-chloro-2-nitrophenyl)-N-methylcarbamate), [H-].[Na+] (sodium hydride). Solvent: CN(C=O)C (N,N-dimethylformamide). Yields the product CN(C(OC(C)(C)C)=O)C1=C(C=CC(=C1)OC1=CC=C(C=C1)OC)[N+](=O)[O-] (t-Butyl N-methyl-N-[5-(4-methoxyphenoxy)-2-nitrophenyl]carbamate). The yield is 85.7%. As a reaction SMILES: [CH3:1][O:2][C:3]1[CH:8]=[CH:7][C:6]([OH:9])=[CH:5][CH:4]=1.Cl[C:11]1[CH:12]=[CH:13][C:14]([N+:26]([O-:28])=[O:27])=[C:15]([N:17]([CH3:25])[C:18](=[O:24])[O:19][C:20]([CH3:23])([CH3:22])[CH3:21])[CH:16]=1.[H-].[Na+]>CN(C)C=O>[CH3:25][N:17]([C:15]1[CH:16]=[C:11]([O:9][C:6]2[CH:7]=[CH:8][C:3]([O:2][CH3:1])=[CH:4][CH:5]=2)[CH:12]=[CH:13][C:14]=1[N+:26]([O-:28])=[O:27])[C:18](=[O:24])[O:19][C:20]([CH3:23])([CH3:22])[CH3:21] |f:2.3|. Reported procedure: In a similar manner to that described in Reference Example 6, a reaction was carried out using 4-methoxyphenol (5.0 g), t-butyl N-(5-chloro-2-nitrophenyl)-N-methylcarbamate (10.9 g), sodium hydride (55 wt. %, 2.2 g) and anhydrous N,N-dimethylformamide (120 ml) and the reaction mixture was purified to give the title compound (12.2 g). The reactants are [Li]CCCC, CCS(=O)(=O)c1cc(OCc2ccc(OC)cc2)c2cccc(Cl)c2n1, NCC(F)(F)F, C1CCOC1. Yields the product COc1ccc(COc2cc(NCC(F)(F)F)nc3c(Cl)cccc23)cc1. RXN SMILES: [CH3:7][CH2:8][CH2:9][CH2:10][Li:11].[Cl:12][c:13]1[cH:14][cH:15][cH:16][c:17]2[c:18]([O:28][CH2:29][c:30]3[cH:31][cH:32][c:33]([O:36][CH3:37])[cH:34][cH:35]3)[cH:19][c:20]([S:23]([CH2:24][CH3:25])(=[O:26])=[O:27])[n:21][c:22]12.[F:1][C:2]([CH2:3][NH2:4])([F:5])[F:6].[O:38]1[CH2:39][CH2:40][CH2:41][CH2:42]1>>[F:1][C:2]([CH2:3][NH:4][c:20]1[cH:19][c:18]([O:28][CH2:29][c:30]2[cH:31][cH:32][c:33]([O:36][CH3:37])[cH:34][cH:35]2)[c:17]2[cH:16][cH:15][cH:14][c:13]([Cl:12])[c:22]2[n:21]1)([F:5])[F:6]. Starting materials: FC(F)N1C(=NC2=C1C1CC(C3=C2C=C(C(=C3)F)I)C1)C(=O)N ((difluoromethyl)-8-fluoro-9-iodo-3,4,5,6-tetrahydro-4,6-methanobenzo[3,4]cyclohepta[1,2-d]imidazole-2-carboxamide), CC(C)(C#C)O (2-methyl-3-butyn-2-ol). The reagents and catalysts are [Cu]I (copper(I) iodide), C=1C=CC(=CC1)[P](C=2C=CC=CC2)(C=3C=CC=CC3)[Pd]([P](C=4C=CC=CC4)(C=5C=CC=CC5)C=6C=CC=CC6)([P](C=7C=CC=CC7)(C=8C=CC=CC8)C=9C=CC=CC9)[P](C=1C=CC=CC1)(C=1C=CC=CC1)C=1C=CC=CC1 (tetrakis(triphenylphosphine)palladium(0)). Run in N1CCCCC1 (piperidine). Reaction conditions: temperature 40 celsius, time 5 minute. Yields the product FC(N1C(=NC2=C1C1CC(C3=C2C=C(C(=C3)F)C#CC(C)(C)O)C1)C(=O)N)F (3-(difluoromethyl)-8-fluoro-9-(3-hydroxy-3-methylbut-1-yn-1-yl)-3,4,5,6-tetrahydro-4,6-methanobenzo[3,4]cyclohepta[1,2-d]imidazole-2-carboxamide). Isolated yield 39.7%. As a reaction SMILES: [F:1][CH:2]([N:4]1[C:8]2[CH:9]3[CH2:20][CH:11]([C:12]4[CH:17]=[C:16]([F:18])[C:15](I)=[CH:14][C:13]=4[C:7]=2[N:6]=[C:5]1[C:21]([NH2:23])=[O:22])[CH2:10]3)[F:3].[CH3:24][C:25]([OH:29])([C:27]#[CH:28])[CH3:26]>N1CCCCC1.[Cu]I.C1C=CC([P]([Pd]([P](C2C=CC=CC=2)(C2C=CC=CC=2)C2C=CC=CC=2)([P](C2C=CC=CC=2)(C2C=CC=CC=2)C2C=CC=CC=2)[P](C2C=CC=CC=2)(C2C=CC=CC=2)C2C=CC=CC=2)(C2C=CC=CC=2)C2C=CC=CC=2)=CC=1>[F:1][CH:2]([F:3])[N:4]1[C:8]2[CH:9]3[CH2:20][CH:11]([C:12]4[CH:17]=[C:16]([F:18])[C:15]([C:28]#[C:27][C:25]([OH:29])([CH3:26])[CH3:24])=[CH:14][C:13]=4[C:7]=2[N:6]=[C:5]1[C:21]([NH2:23])=[O:22])[CH2:10]3 |^1:41,43,62,81|. Procedure details: To a solution of -(difluoromethyl)-8-fluoro-9-iodo-3,4,5,6-tetrahydro-4,6-methanobenzo[3,4]cyclohepta[1,2-d]imidazole-2-carboxamide (12 mg at 80% purity LCMS-UV215) in piperidine (0.5 mL) was introduced 2-methyl-3-butyn-2-ol (12 mg, 0.14 mmol) and copper(I) iodide (0.3 mg, 0.001 mmol). The solution was de-oxygenated by nitrogen bubbling for five minutes, then tetrakis(triphenylphosphine)palladium(0) (0.6 mg, 0.001 mmol) added and bubbling continued for a further two minutes. The pressure tube wa... Starting materials: ClC1=NC(=CC=C1NC(C1=CC=C(C=C1)OC)=O)Cl (N-(2,6-Dichloro-pyridin-3-yl)-4-methoxy-benzamide), C(=O)([O-])[O-].[K+].[K+] (K2CO3), O (water). The solvent is CN(C)C=O (DMF). Reaction conditions: temperature 160 celsius. Product: ClC1=CC=C2C(=N1)OC(=N2)C2=CC=C(C=C2)OC (5-chloro-2-(4-methoxy-phenyl)-oxazolo[5,4-b]pyridine). Isolated yield 59.0%. RXN SMILES: Cl[C:2]1[C:7]([NH:8][C:9](=[O:18])[C:10]2[CH:15]=[CH:14][C:13]([O:16][CH3:17])=[CH:12][CH:11]=2)=[CH:6][CH:5]=[C:4]([Cl:19])[N:3]=1.C([O-])([O-])=O.[K+].[K+].O>CN(C=O)C>[Cl:19][C:4]1[N:3]=[C:2]2[O:18][C:9]([C:10]3[CH:15]=[CH:14][C:13]([O:16][CH3:17])=[CH:12][CH:11]=3)=[N:8][C:7]2=[CH:6][CH:5]=1 |f:1.2.3|. Procedure: N-(2,6-Dichloro-pyridin-3-yl)-4-methoxy-benzamide (3.86 g, 13.0 mmol) and K2CO3 (1.80 g, 13 mmol) were combined in DMF (15 mL) and heated by microwave to 160° C. for 30 minutes. The resulting mixture was poured into water (100 mL) causing the formation of a precipitate which was collected by filtration and washed with additional water before drying overnight in vacuo. The resulting solid was purified with silica gel flash chromatography (0-60% EtOAc in hexanes) to afford 5-chloro-2-(4-methoxy-ph... The reactants are [BH4-], CO, COC(=O)c1ccc(F)c(C2CCC(=O)CC2)n1, [Na+]. Yields the product COC(=O)c1ccc(F)c(C2CCC(O)CC2)n1. Reaction SMILES: [BH4-:19].[CH3:21][OH:22].[F:1][c:2]1[cH:3][cH:4][c:5]([C:15](=[O:16])[O:17][CH3:18])[n:6][c:7]1[CH:8]1[CH2:9][CH2:10][C:11](=[O:14])[CH2:12][CH2:13]1.[Na+:20]>>[F:1][c:2]1[cH:3][cH:4][c:5]([C:15](=[O:16])[O:17][CH3:18])[n:6][c:7]1[CH:8]1[CH2:9][CH2:10][CH:11]([OH:14])[CH2:12][CH2:13]1. Starting materials: C(CC)N (n-propylamine), FC1=NC(=CC(=N1)F)F (2,4,6-trifluoropyrimidine). Run in C(C)OCC (diethyl ether). Run at temperature 25 celsius, time 1 hour. The product is FC1=NC(=NC(=C1)F)NCCC (4,6-difluoro-2-n-propylaminopyrimidine). As a reaction SMILES: [CH2:1]([NH2:4])[CH2:2][CH3:3].F[C:6]1[N:11]=[C:10]([F:12])[CH:9]=[C:8]([F:13])[N:7]=1>C(OCC)C>[F:13][C:8]1[CH:9]=[C:10]([F:12])[N:11]=[C:6]([NH:4][CH2:1][CH2:2][CH3:3])[N:7]=1. Procedure: 13.0 g (0.22 mol) of n-propylamine were added at -20° C. to a mixture of 13.4 g (0.1 mol) of 2,4,6-trifluoropyrimidine in 150 ml of diethyl ether within 20 minutes. After stirring at -20° C. for 1 hour and at 25° C. for 1 hour, the precipitate was filtered off, and the organic phase was washed with water, dried and concentrated under reduced pressure. 15.8 g (91.3% of theory) of the title compound were obtained as an oil (nD23 =1.4965). As a reaction SMILES: [C:12](=[O:13])([OH:14])[O-:15].[CH3:17][N:18]([CH3:19])[CH:20]=[O:21].[CH3:9][S-:10].[NH2:1][c:2]1[n:3][cH:4][c:5]([Br:8])[n:6][cH:7]1.[Na+:11].[Na+:16].[cH:22]1[cH:23][cH:24][c:25]([P:26]([Pd:27]([P:28]([c:29]2[cH:30][cH:31][cH:32][cH:33][cH:34]2)([c:35]2[cH:36][cH:37][cH:38][cH:39][cH:40]2)[c:41]2[cH:42][cH:43][cH:44][cH:45][cH:46]2)([P:47]([c:48]2[cH:49][cH:50][cH:51][cH:52][cH:53]2)([c:54]2[cH:55][cH:56][cH:57][cH:58][cH:59]2)[c:60]2[cH:61][cH:62][cH:63][cH:64][cH:65]2)[P:66]([c:67]2[cH:68][cH:69][cH:70][cH:71][cH:72]2)([c:73]2[cH:74][cH:75][cH:76][cH:77][cH:78]2)[c:79]2[cH:80][cH:81][cH:82][cH:83][cH:84]2)([c:85]2[cH:86][cH:87][cH:88][cH:89][cH:90]2)[c:91]2[cH:92][cH:93][cH:94][cH:95][cH:96]2)[cH:97][cH:98]1>>[NH2:1][c:2]1[n:3][cH:4][c:5]([S:10][CH3:9])[n:6][cH:7]1. The reactants are O=C([O-])O, CN(C)C=O, C[S-], Nc1cnc(Br)cn1, [Na+], [Na+], c1ccc(P(c2ccccc2)(c2ccccc2)[Pd](P(c2ccccc2)(c2ccccc2)c2ccccc2)(P(c2ccccc2)(c2ccccc2)c2ccccc2)P(c2ccccc2)(c2ccccc2)c2ccccc2)cc1. The product is CSc1cnc(N)cn1. The reactants are C(C1=CC=CC=C1)N1CCC(CC1)NC(C(F)(F)F)=O (N-(1-benzyl-piperidin-4-yl)trifluoroacetamide). The reagents and catalysts are [Pd] (palladium-on-carbon). Solvent: CO (methanol). The product is N1CCC(CC1)NC(C(F)(F)F)=O (N-(piperidin-4-yl)trifluoroacetamide). RXN SMILES: C([N:8]1[CH2:13][CH2:12][CH:11]([NH:14][C:15](=[O:20])[C:16]([F:19])([F:18])[F:17])[CH2:10][CH2:9]1)C1C=CC=CC=1>[Pd].CO>[NH:8]1[CH2:13][CH2:12][CH:11]([NH:14][C:15](=[O:20])[C:16]([F:18])([F:17])[F:19])[CH2:10][CH2:9]1. Procedure: Using 4 g of 10% palladium-on-carbon (50% hydrous) as a catalyst, 11.431 g (39.927 mM) of N-(1-benzyl-piperidin-4-yl)trifluoroacetamide was hydrogenated in 100 ml of methanol at room temperature and atmospheric pressure until the starting compound had disappeared (i.e. for 2 hours). The catalyst in the reaction mixture was filtered off with the aid of celite and washed with methanol. The filtrate and washes were pooled and the solvent was distilled off under reduced pressure to provide crude N-(...